describe an organic reaction: reactants, conditions, products, and yield From a dataset of the Open Reaction Database (ORD), a public repository of structured organic reaction records. The reactants are C(C)(C)(C)C=1C=CC(=C(C1)NC1=NC(=NC=C1OC)Cl)C (N-(5-tert-butyl-2-methylphenyl)-2-chloro-5-methoxypyrimidin-4-amine), Cl.Cl.N1CCC(CC1)CC1=CC=NC=C1 (4-piperidin-4-ylmethylpyridine dihydrochloride), C(C)(C)N(CC)C(C)C (diisopropylethylamine). Run in CC(C)O (2-propanol). Product: C(C)(C)(C)C=1C=CC(=C(C1)NC1=NC(=NC=C1OC)N1CCC(CC1)CC1=CC=NC=C1)C (N-(5-tert-butyl-2-methylphenyl)-5-methoxy-2-[4-(pyridin-4-ylmethyl)piperidin-1-yl]pyrimidin-4-amine). Yield: 68.2%. RXN SMILES: [C:1]([C:5]1[CH:6]=[CH:7][C:8]([CH3:21])=[C:9]([NH:11][C:12]2[C:17]([O:18][CH3:19])=[CH:16][N:15]=[C:14](Cl)[N:13]=2)[CH:10]=1)([CH3:4])([CH3:3])[CH3:2].Cl.Cl.[NH:24]1[CH2:29][CH2:28][CH:27]([CH2:30][C:31]2[CH:36]=[CH:35][N:34]=[CH:33][CH:32]=2)[CH2:26][CH2:25]1.C(N(C(C)C)CC)(C)C>CC(O)C>[C:1]([C:5]1[CH:6]=[CH:7][C:8]([CH3:21])=[C:9]([NH:11][C:12]2[C:17]([O:18][CH3:19])=[CH:16][N:15]=[C:14]([N:34]3[CH2:35][CH2:36][CH:31]([CH2:30][C:27]4[CH:26]=[CH:25][N:24]=[CH:29][CH:28]=4)[CH2:32][CH2:33]3)[N:13]=2)[CH:10]=1)([CH3:4])([CH3:3])[CH3:2] |f:1.2.3|. Reported procedure: A solution of the product of Step 1 (166 mg, 0.543 mmol), 4-piperidin-4-ylmethylpyridine dihydrochloride (162 mg, 0.651 mmol) and diisopropylethylamine (1.5 mL) was irradiated in 2-propanol (1.5 mL), in a microwave oven, at 180° C. for 2.5 hrs. The mixture was cooled and the solvent was evaporated under reduced pressure. The residue was purified by column chromatography on silica gel (Biotage system, MeOH/dichloromethane, 0%-15%) to give the product (165 mg, 68.2%) as a solid. 1H-NMR (600 MHz, C... The reactants are O=C1C(C(N(C2=C(N1CC(=O)N(C1=CC=CC=C1)C(C)C)C=CC=C2)C2=CC=CC=C2)=O)(C2=CC(=CC=C2)C(=O)OCC)C(N)=O (2-[2,4-dioxo-5-phenyl-3-(3-ethoxycarbonylphenyl)-carbamoyl-2,3,4,5-tetrahydro-benzo[b][1,4]diazepin-1-yl]-N-isopropyl-N-phenyl acetamide), O (H2O), C(=O)([O-])[O-].[K+].[K+] (K2CO3). The solvent is C(C)O (ethanol). Yields the product O=C1C(C(N(C2=C(N1CC(=O)N(C1=CC=CC=C1)C(C)C)C=CC=C2)C2=CC=CC=C2)=O)(C2=CC(=CC=C2)C(=O)O)C(N)=O (2-[2,4-dioxo-5-phenyl-3-(3-carboxyphenyl)-carbamoyl-2,3,4,5-tetrahydro-benzo[b][1,4]diazepin-1-yl]-N-isopropyl-N-phenyl acetamide). Yield: 86.4%. As a reaction SMILES: [O:1]=[C:2]1[N:8]([CH2:9][C:10]([N:12]([CH:19]([CH3:21])[CH3:20])[C:13]2[CH:18]=[CH:17][CH:16]=[CH:15][CH:14]=2)=[O:11])[C:7]2[CH:22]=[CH:23][CH:24]=[CH:25][C:6]=2[N:5]([C:26]2[CH:31]=[CH:30][CH:29]=[CH:28][CH:27]=2)[C:4](=[O:32])[C:3]1([C:44](=[O:46])[NH2:45])[C:33]1[CH:38]=[CH:37][CH:36]=[C:35]([C:39]([O:41]CC)=[O:40])[CH:34]=1.O.C([O-])([O-])=O.[K+].[K+]>C(O)C>[O:1]=[C:2]1[N:8]([CH2:9][C:10]([N:12]([CH:19]([CH3:20])[CH3:21])[C:13]2[CH:14]=[CH:15][CH:16]=[CH:17][CH:18]=2)=[O:11])[C:7]2[CH:22]=[CH:23][CH:24]=[CH:25][C:6]=2[N:5]([C:26]2[CH:31]=[CH:30][CH:29]=[CH:28][CH:27]=2)[C:4](=[O:32])[C:3]1([C:44](=[O:46])[NH2:45])[C:33]1[CH:38]=[CH:37][CH:36]=[C:35]([C:39]([OH:41])=[O:40])[CH:34]=1 |f:2.3.4|. Procedure: 0.12 g of 2-[2,4-dioxo-5-phenyl-3-(3-ethoxycarbonylphenyl)-carbamoyl-2,3,4,5-tetrahydro-benzo[b][1,4]diazepin-1-yl]-N-isopropyl-N-phenyl acetamide, prepared as in Example 1, is dissolved in 5 mL of hot ethanol. 2.5 mL of H2O and 0.13 g of K2CO3 are added and the mixture heated at reflux for 4 h and subsequently concentrated in vacuo. The residue is poured into 20 mL of 1N HCl and extracted with ethyl acetate (×3). The organic extract is washed with brine, dried over MgSO4 and concentrated in vac... Reactants: FC(Cl)C(Cl)OC(F)(F)F, [Zn]. The product is FC(Cl)=C(Cl)OC(F)(F)F. Reaction SMILES: [Cl:1][CH:2]([CH:3]([O:4][C:5]([F:6])([F:7])[F:8])[Cl:9])[F:10].[Zn:11]>>[Cl:1][C:2](=[C:3]([O:4][C:5]([F:6])([F:7])[F:8])[Cl:9])[F:10]. Starting materials: OCC(C1=CC(=CC=C1)C(F)(F)F)NC(OC(C)(C)C)=O (tert-Butyl {2-hydroxy-1-[3-(trifluoromethyl)phenyl]ethyl}carbamate), FC(C(=O)O)(F)F (trifluoroacetic acid). Run in ClCCl (dichloromethane). Run at time 1 hour. Product: FC(C(=O)O)(F)F.NC(CO)C1=CC(=CC=C1)C(F)(F)F (2-Amino-2-[3-(trifluoromethyl)phenyl]ethanol trifluoroacetate). Reaction SMILES: [OH:1][CH2:2][CH:3]([NH:14]C(=O)OC(C)(C)C)[C:4]1[CH:9]=[CH:8][CH:7]=[C:6]([C:10]([F:13])([F:12])[F:11])[CH:5]=1.[F:22][C:23]([F:28])([F:27])[C:24]([OH:26])=[O:25]>ClCCl>[F:22][C:23]([F:28])([F:27])[C:24]([OH:26])=[O:25].[NH2:14][CH:3]([C:4]1[CH:9]=[CH:8][CH:7]=[C:6]([C:10]([F:11])([F:12])[F:13])[CH:5]=1)[CH2:2][OH:1] |f:3.4|. Reported procedure: Of the compound from Example 59A, 277 mg (0.91 mmol) were dissolved in 10 ml of dichloromethane and admixed at 0° C. with 0.7 ml (9.1 mmol) of trifluoroacetic acid, then stirred at room temperature for 1 hour. The mixture was concentrated on a rotary evaporator. The crude product was taken up in 20 ml of toluene and again concentrated on a rotary evaporator under reduced pressure. The crude product was purified by preparative HPLC [Method 19]. This gave 124 mg (43% of theory) of the target compo... The reactants are CN1CC[C@]23C=C[C@H](C[C@H]2OC4=C(C=CC(=C34)C1)OC)O ((+)-galanthamine), CN1CC[C@@]23C=CC(=O)C[C@@H]2OC=4C3=C(C=CC4OC)C1 (narwedine), (+)-epigalanthamine, CN1CC[C@@]23C=CC(=O)C[C@@H]2OC4=C(C=CC(=C34)C1)OC ((-)-narwedine), CN1CC[C@@]23C=CC(=O)C[C@@H]2OC=4C3=C(C=CC4OC)C1 (narwedine), CN1CC[C@@]23C=C[C@@H](C[C@@H]2OC=4C3=C(C=CC4OC)C1)O (galanthamine), CN1CCC23C=CC(CC2OC4=C(C=CC(=C34)C1)OC)O (epigalanthamine), CN1CC[C@@]23C=CC(=O)C[C@@H]2OC=4C3=C(C=CC4OC)C1 (narwedine), CN1CC[C@@]23C=CC(=O)C[C@@H]2OC4=C(C=CC(=C34)C1)OC ((-)-narwedine). Yields the product CN1CC[C@]23C=CC(=O)C[C@H]2OC4=C(C=CC(=C34)C1)OC ((+)-narwedine). Reaction SMILES: [CH3:1][N:2]1[CH2:21][C:15]2[CH:16]=[CH:17][C:18]([O:19][CH3:20])=[C:13]3[C:14]=2[C@:5]2([C@@H:11]([O:12]3)[CH2:10][C:8](=[O:9])[CH:7]=[CH:6]2)[CH2:4][CH2:3]1.CN1CC2C=CC(OC)=C3C=2[C@]2([C@@H](O3)C[C@@H](O)C=C2)CC1.CN1CC2=C3C(=C(OC)C=C2)OC2C3(C=CC(O)C2)CC1.CN1CC2=C3C(=C(OC)C=C2)O[C@H]2[C@@]3(C=C[C@@H](O)C2)CC1>>[CH3:1][N:2]1[CH2:21][C:15]2=[C:14]3[C:13](=[C:18]([O:19][CH3:20])[CH:17]=[CH:16]2)[O:12][C@H:11]2[C@@:5]3([CH:6]=[CH:7][C:8]([CH2:10]2)=[O:9])[CH2:4][CH2:3]1. Reported procedure: Once dissolved, the racemic narwedine mixture is maintained at a temperature of 25° C. to 70° C., preferably 40° C. to 60° C., and the crystals of enantiomeric narwedine, enantiomeric galanthamine, or enantiomeric epigalanthamine in an amount of from 0.1% to 2%, preferably 0.2% to 1% by weight relative to the amount of narwedine to be resolved are added. If (-)-narwedine is to be produced, the crystals added here are either (-)-narwedine, (+)-galanthamine, or (+)-epigalanthamine. If the reaction... The reactants are ClC1=CC=2C=3N(C=NC2S1)C=NN3 (8-chlorothieno[3,2-e][1,2,4]triazolo[4,3-c]pyrimidine), N-methylethyl 1,2-diamine. Run in CO (MeOH), C(Cl)Cl (DCM). Conditions: temperature 60 celsius. Yields the product ClC1=CC(=C(S1)N)C1=NN=CN1 (5-chloro-3-(4H-1,2,4-triazol-3-yl)thiophen-2-amine). As a reaction SMILES: [Cl:1][C:2]1[S:10][C:9]2[N:8]=C[N:6]3[CH:11]=[N:12][N:13]=[C:5]3[C:4]=2[CH:3]=1>CO.C(Cl)Cl>[Cl:1][C:2]1[S:10][C:9]([NH2:8])=[C:4]([C:5]2[NH:6][CH:11]=[N:12][N:13]=2)[CH:3]=1. Procedure details: To a stirring mixture of 8-chlorothieno[3,2-e][1,2,4]triazolo[4,3-c]pyrimidine (60 mg, 0.285 mmol) in MeOH (10 mL) was added N-methylethyl 1,2-diamine (106 mg, 1.4 mmol). The resulting mixture was warmed to 60° C. for 1 hr. The reaction mixture was cooled to rt and then diluted with DCM. This mixture was then washed several times with a saturated NH4Cl solution. The organic layer was dried over MgSO4, filtered, and concentrated under reduced pressure to give 5-chloro-3-(4H-1,2,4-triazol-3-yl)thi...